From a dataset of the Open Reaction Database (ORD), a public repository of structured organic reaction records. describe an organic reaction: reactants, conditions, products, and yield Reactants: COC=1C=C(C(=O)CCC(C2=CC(=C(C=C2)OC)OC)=O)C=CC1OC (1,2-bis-(3,4-dimethoxybenzoyl)ethane), COC=1C=C(C=CC1OC)C(CCC(=O)C1=CC2=CC=CC=C2C=C1)=O (1-(3,4-dimethoxyphenyl)- 4-(2-naphthyl)butan-1,4-dione). Product: COC=1C=C(C=CC1OC)C1OC(CC1)C1=CC2=CC=CC=C2C=C1 (2-(3,4-dimethoxyphenyl)-5-(2-naphthyl)tetrahydrofuran). As a reaction SMILES: COC1C=C(C=CC=1OC)C(CCC(=O)C1C=CC(OC)=C(OC)C=1)=O.[CH3:27][O:28][C:29]1[CH:30]=[C:31]([C:37](=O)[CH2:38][CH2:39][C:40]([C:42]2[CH:51]=[CH:50][C:49]3[C:44](=[CH:45][CH:46]=[CH:47][CH:48]=3)[CH:43]=2)=[O:41])[CH:32]=[CH:33][C:34]=1[O:35][CH3:36]>>[CH3:27][O:28][C:29]1[CH:30]=[C:31]([CH:37]2[CH2:38][CH2:39][CH:40]([C:42]3[CH:51]=[CH:50][C:49]4[C:44](=[CH:45][CH:46]=[CH:47][CH:48]=4)[CH:43]=3)[O:41]2)[CH:32]=[CH:33][C:34]=1[O:35][CH3:36]. Procedure: Following the same procedure as described in Example 1, Step B, but substituting for the 1,2-bis-(3,4-dimethoxybenzoyl)ethane used therein, the 1-(3,4-dimethoxyphenyl)- 4-(2-naphthyl)butan-1,4-dione prepared above in Step A, there was obtained 370 mg of 2-(3,4-dimethoxyphenyl)-5-(2-naphthyl)tetrahydrofuran as a trans and cis mixture. This mixture was separated by HPLC to the cis-isomer (m.p. 74°-77° C.) and the trans-isomer (m.p. 112°-113° C.). PG,38 What is claimed is: